This data is from the Open Reaction Database (ORD), a public repository of structured organic reaction records. The task is: describe an organic reaction: reactants, conditions, products, and yield The reactants are Cl, COC(=O)c1ccc2c(c1)CCCN2C(=O)OCc1cccnc1. Yields the product O=C(O)c1ccc2c(c1)CCCN2C(=O)OCc1cccnc1. RXN SMILES: [ClH:25].[N:1]1([C:15](=[O:16])[O:17][CH2:18][c:19]2[cH:20][n:21][cH:22][cH:23][cH:24]2)[CH2:2][CH2:3][CH2:4][c:5]2[cH:6][c:7]([C:11](=[O:12])[O:13][CH3:14])[cH:8][cH:9][c:10]21>>[N:1]1([C:15](=[O:16])[O:17][CH2:18][c:19]2[cH:20][n:21][cH:22][cH:23][cH:24]2)[CH2:2][CH2:3][CH2:4][c:5]2[cH:6][c:7]([C:11](=[O:12])[OH:13])[cH:8][cH:9][c:10]21. Starting materials: [OH-].[Na+] (sodium hydroxide), COCOCCC1=CC=C(C=O)C=C1 (4-(2-methoxymethoxyethyl)benzaldehyde), CO (methanol), Cl (hydrochloric acid). Run in O (water). Reaction conditions: temperature 60 celsius, time 17.5 hour. Yields the product OCCC1=CC=C(C=O)C=C1 (4-(2-hydroxyethyl)benzaldehyde). Isolated yield 99.6%. RXN SMILES: COC[O:4][CH2:5][CH2:6][C:7]1[CH:14]=[CH:13][C:10]([CH:11]=[O:12])=[CH:9][CH:8]=1.CO.Cl.[OH-].[Na+]>O>[OH:4][CH2:5][CH2:6][C:7]1[CH:14]=[CH:13][C:10]([CH:11]=[O:12])=[CH:9][CH:8]=1 |f:3.4|. Procedure: Next, a mixture of 4-(2-methoxymethoxyethyl)benzaldehyde (8.2 g, 42.1 mmol), methanol (160 mL), water (6 mL) and concentrated hydrochloric acid (4 mL) was stirred at 60° C. for 17.5 hours. After cooling to room temperature, the reaction mixture was neutralized with aqueous sodium hydroxide and evaporated under reduced pressure to remove methanol. The residue was extracted twice with ethyl acetate. The combined organic layers were washed with saturated aqueous sodium chloride and dried over anhyd... The reactants are CC(C)(C)OC(=O)CC(C)(O)C(N)Cc1ccccc1, CCOC(C)=O, Cl. Yields the product CC(C)(O)C(N)Cc1ccccc1, Cl. Reaction SMILES: [C:1]([O:2][C:3]([CH3:4])([CH3:5])[CH3:6])(=[O:7])[CH2:8][C:9]([CH:10]([CH2:11][c:12]1[cH:13][cH:14][cH:15][cH:16][cH:17]1)[NH2:18])([OH:19])[CH3:20].[CH3:22][CH2:23][O:24][C:25](=[O:26])[CH3:27].[ClH:21]>>[CH3:8][C:9]([CH:10]([CH2:11][c:12]1[cH:13][cH:14][cH:15][cH:16][cH:17]1)[NH2:18])([OH:19])[CH3:20].[ClH:21]. Starting materials: BrC(C(=O)O)C (2-Bromopropionic acid), CNC1=C(C=CC=C1)F (N-methyl-2-fluoroaniline), C1(CCCCC1)N=C=NC1CCCCC1 (dicyclohexylcarbodiimide). Reported procedure: 2-Bromopropionic acid (3.4 g, 0.022 mol) and N-methyl-2-fluoroaniline(3 g. 0.024 mol) were dissolved in 50 ml of chloroform and cooled to 0° C. A solution of dicyclohexylcarbodiimide(5 g, 0.024 mol) in 10 ml of chloroform was slowly injected through a syringe. A temperature of the reaction mixture was raised to room temperature and it was stirred for 1 hour. Solid remained during the reaction was filtered out and washed twice with 20 ml of chloroform. The filtrate was concentrated under reduced ... Reaction SMILES: [Br:1][CH:2]([CH3:6])[C:3](O)=[O:4].[CH3:7][NH:8][C:9]1[CH:14]=[CH:13][CH:12]=[CH:11][C:10]=1[F:15].C1(N=C=NC2CCCCC2)CCCCC1>C(Cl)(Cl)Cl>[F:15][C:10]1[CH:11]=[CH:12][CH:13]=[CH:14][C:9]=1[N:8]([CH3:7])[C:3](=[O:4])[CH:2]([Br:1])[CH3:6]. Yield: 87.4%. The product is FC1=C(C=CC=C1)N(C(C(C)Br)=O)C (N-(2-Fluorophenyl)-N-methyl-2-bromo-propionamide). Run in C(Cl)(Cl)Cl (chloroform), C(Cl)(Cl)Cl (chloroform). Run at temperature 0 celsius, time 1 hour. Starting materials: CCc1cccc(OC)c1[N+](=O)[O-], CC(=O)O, O=[N+]([O-])O, O=S(=O)(O)O. RXN SMILES: [CH2:1]([CH3:2])[c:3]1[c:4]([N+:11](=[O:12])[O-:13])[c:5]([O:9][CH3:10])[cH:6][cH:7][cH:8]1.[CH3:23][C:24](=[O:25])[OH:26].[OH:14][N+:15]([O-:16])=[O:17].[S:18](=[O:19])(=[O:20])([OH:21])[OH:22]>>[CH2:1]([CH3:2])[c:3]1[c:4]([N+:11](=[O:12])[O-:13])[c:5]([O:9][CH3:10])[cH:6][cH:7][c:8]1[N+:15](=[O:14])[O-:16]. Yields the product CCc1c([N+](=O)[O-])ccc(OC)c1[N+](=O)[O-]. Reported procedure: 6-Cyano-2-methoxyquinoline (0.368 g) and tri-n-butyltin azide (0.73 g) were heated together at 110° for 18 hours to afford 2-methoxy-6-(1-tributylstannyl-(1H)-tetrazol-5-yl)quinoline as a crude oil which was not purified further but was used directly in the preparation of 6-(tetrazol-5-yl)-2-(1H)-quinolone (see Example 43). The product is COC1=NC2=CC=C(C=C2C=C1)C1=NN=NN1[Sn](CCCC)(CCCC)CCCC (2-methoxy-6-(1-tributylstannyl-(1H)-tetrazol-5-yl)quinoline). As a reaction SMILES: [C:1]([C:3]1[CH:4]=[C:5]2[C:10](=[CH:11][CH:12]=1)[N:9]=[C:8]([O:13][CH3:14])[CH:7]=[CH:6]2)#[N:2].[CH2:15]([Sn:19]([N:28]=[N+:29]=[N-:30])([CH2:24][CH2:25][CH2:26][CH3:27])[CH2:20][CH2:21][CH2:22][CH3:23])[CH2:16][CH2:17][CH3:18]>>[CH3:14][O:13][C:8]1[CH:7]=[CH:6][C:5]2[C:10](=[CH:11][CH:12]=[C:3]([C:1]3[N:28]([Sn:19]([CH2:20][CH2:21][CH2:22][CH3:23])([CH2:24][CH2:25][CH2:26][CH3:27])[CH2:15][CH2:16][CH2:17][CH3:18])[N:29]=[N:30][N:2]=3)[CH:4]=2)[N:9]=1. Starting materials: C(#N)C=1C=C2C=CC(=NC2=CC1)OC (6-Cyano-2-methoxyquinoline), C(CCC)[Sn](CCCC)(CCCC)N=[N+]=[N-] (tri-n-butyltin azide). Reactants: ClC1=CC=C(C(=O)N2CC(N(C3=C(C2)C=CC(=C3)CCC(=O)OC)CC3=CC=C(C=C3)C(=O)N3CCCC3)=O)C=C1 (methyl 3-[4-(4-chlorobenzoyl)-2-oxo-1-(4-(1-pyrrolidinecarbonyl)benzyl)-2,3,4,5-tetrahydro-1H-benzo[e][1,4]diazepin-8-yl]propionate). The solvent is [OH-].[Na+] (sodium hydroxide), C(C)O (ethanol). Conditions: time 5 hour. Product: ClC1=CC=C(C(=O)N2CC(N(C3=C(C2)C=CC(=C3)CCC(=O)O)CC3=CC=C(C=C3)C(=O)N3CCCC3)=O)C=C1 (3-[4-(4-chlorobenzoyl)-2-oxo-1-(4-(1-pyrrolidinecarbonyl)benzyl)-2,3,4,5-tetrahydro-1H-benzo[e][1,4]-diazepin-8-yl]propionic acid). Reaction SMILES: [Cl:1][C:2]1[CH:41]=[CH:40][C:5]([C:6]([N:8]2[CH2:14][C:13]3[CH:15]=[CH:16][C:17]([CH2:19][CH2:20][C:21]([O:23]C)=[O:22])=[CH:18][C:12]=3[N:11]([CH2:25][C:26]3[CH:31]=[CH:30][C:29]([C:32]([N:34]4[CH2:38][CH2:37][CH2:36][CH2:35]4)=[O:33])=[CH:28][CH:27]=3)[C:10](=[O:39])[CH2:9]2)=[O:7])=[CH:4][CH:3]=1>[OH-].[Na+].C(O)C>[Cl:1][C:2]1[CH:3]=[CH:4][C:5]([C:6]([N:8]2[CH2:14][C:13]3[CH:15]=[CH:16][C:17]([CH2:19][CH2:20][C:21]([OH:23])=[O:22])=[CH:18][C:12]=3[N:11]([CH2:25][C:26]3[CH:31]=[CH:30][C:29]([C:32]([N:34]4[CH2:38][CH2:37][CH2:36][CH2:35]4)=[O:33])=[CH:28][CH:27]=3)[C:10](=[O:39])[CH2:9]2)=[O:7])=[CH:40][CH:41]=1 |f:1.2|. Reported procedure: 10 mg (0.017 mmol) of methyl 3-[4-(4-chlorobenzoyl)-2-oxo-1-(4-(1-pyrrolidinecarbonyl)benzyl)-2,3,4,5-tetrahydro-1H-benzo[e][1,4]diazepin-8-yl]propionate was dissolved in a mixture of 5 ml of 1 N sodium hydroxide and 5 ml of ethanol. The obtained solution was stirred at room temperature for 5 hours. The solvent was evaporated, and the obtained crude product was treated in the same manner as in step 3 in Example 1 to obtain the title compound. Reactants: Cl.N[C@@H]1C[C@H](CC1)NC(=O)C1=C(NC2=C1N=CN=C2C2=C(C=CC(=C2)C(F)F)OCC2CC2)C (N-[(1S,3S)-3-aminocyclopentyl]-4-[2-(cyclopropylmethoxy)-5-(difluoromethyl)phenyl]-6-methyl-5H-pyrrolo[3,2-d]pyrimidine-7-carboxamide hydrochloride), COCC(=O)Cl (methoxy-acetyl chloride). Yields the product C1(CC1)COC1=C(C=C(C=C1)C(F)F)C=1C2=C(N=CN1)C(=C(N2)C)C(=O)N[C@@H]2C[C@H](CC2)NC(COC)=O (4-[2-(Cyclopropylmethoxy)-5-(difluoromethyl)phenyl]-N-{(1S,3S)-3-[(methoxyacetyl)amino]cyclopentyl}-6-methyl-5H-pyrrolo[3,2-d]pyrimidine-7-carboxamide). As a reaction SMILES: Cl.[NH2:2][C@H:3]1[CH2:7][CH2:6][C@H:5]([NH:8][C:9]([C:11]2[C:15]3[N:16]=[CH:17][N:18]=[C:19]([C:20]4[CH:25]=[C:24]([CH:26]([F:28])[F:27])[CH:23]=[CH:22][C:21]=4[O:29][CH2:30][CH:31]4[CH2:33][CH2:32]4)[C:14]=3[NH:13][C:12]=2[CH3:34])=[O:10])[CH2:4]1.[CH3:35][O:36][CH2:37][C:38](Cl)=[O:39]>>[CH:31]1([CH2:30][O:29][C:21]2[CH:22]=[CH:23][C:24]([CH:26]([F:28])[F:27])=[CH:25][C:20]=2[C:19]2[C:14]3[NH:13][C:12]([CH3:34])=[C:11]([C:9]([NH:8][C@H:5]4[CH2:6][CH2:7][C@H:3]([NH:2][C:38](=[O:39])[CH2:37][O:36][CH3:35])[CH2:4]4)=[O:10])[C:15]=3[N:16]=[CH:17][N:18]=2)[CH2:33][CH2:32]1 |f:0.1|. Procedure: Starting from N-[(1S,3S)-3-aminocyclopentyl]-4-[2-(cyclopropylmethoxy)-5-(difluoromethyl)phenyl]-6-methyl-5H-pyrrolo[3,2-d]pyrimidine-7-carboxamide hydrochloride (example D.f64) and commercially available methoxy-acetyl chloride the title compound is obtained as colorless solid. Starting materials: CO, CCOC(=O)c1ccc(-n2ncc(C(=O)NC3C4CC5CC(C4)CC3C5)c2C(C)(C)C)c(C)c1, [Na+], [OH-]. The product is Cc1cc(C(=O)O)ccc1-n1ncc(C(=O)NC2C3CC4CC(C3)CC2C4)c1C(C)(C)C. As a reaction SMILES: [CH3:37][OH:38].[CH:3]12[CH:4]([NH:13][C:14](=[O:15])[c:16]3[cH:17][n:18][n:19](-[c:25]4[c:26]([CH3:36])[cH:27][c:28]([C:29](=[O:30])[O:31][CH2:32][CH3:33])[cH:34][cH:35]4)[c:20]3[C:21]([CH3:22])([CH3:23])[CH3:24])[CH:5]3[CH2:6][CH:7]([CH2:8][CH:9]([CH2:10]1)[CH2:11]3)[CH2:12]2.[Na+:2].[OH-:1]>>[CH:3]12[CH:4]([NH:13][C:14](=[O:15])[c:16]3[cH:17][n:18][n:19](-[c:25]4[c:26]([CH3:36])[cH:27][c:28]([C:29](=[O:30])[OH:31])[cH:34][cH:35]4)[c:20]3[C:21]([CH3:22])([CH3:23])[CH3:24])[CH:5]3[CH2:6][CH:7]([CH2:8][CH:9]([CH2:10]1)[CH2:11]3)[CH2:12]2.